Dataset: the Open Reaction Database (ORD), a public repository of structured organic reaction records. Task: describe an organic reaction: reactants, conditions, products, and yield The reactants are OCC(C#N)C1=CC=C(C=C1)Cl (3-hydroxy-2-(4-chlorophenyl)propanenitrile), ester, C(CC)#N (propanenitrile), OCCC#N (3-hydroxypropanenitrile). Yields the product C(C)(=O)OCC(C#N)C1=CC=C(C=C1)Cl (3-acetoxy-2-(4chlorophenyl)propanenitrile), oil. Yield: 79.0%. Reaction SMILES: C(#N)CC.[OH:5][CH2:6][CH2:7]C#N.[OH:10][CH2:11][CH:12]([C:15]1[CH:20]=[CH:19][C:18]([Cl:21])=[CH:17][CH:16]=1)[C:13]#[N:14]>>[C:6]([O:10][CH2:11][CH:12]([C:15]1[CH:16]=[CH:17][C:18]([Cl:21])=[CH:19][CH:20]=1)[C:13]#[N:14])(=[O:5])[CH3:7]. Reported procedure: This ester was prepared using the procedure described in Example 5, except 3-hydroxy-2-4-chlorophenyl)propanenitrile was used in place of 2-2-chloro-5-difluoromethoxy)phenyl)-3-hydroxypropanenitrile. The preparation of 3-hydroxy-2-(4-chlorophenyl)propanenitrile is described in Example 15. The recovered ester product was a colorless oil (79% yield). The reactants are CC[Si](Cl)(CC)CC, C1CCOC1, [Li]CCCC, C[Si](C)(C)OCC(=O)O[Si](C)(C)C, CC(C)NC(C)C. Yields the product CC[Si](CC)(CC)OC(CO[Si](C)(C)C)O[Si](C)(C)C. As a reaction SMILES: [CH2:13]([CH3:14])[Si:15]([CH2:16][CH3:17])([CH2:18][CH3:19])[Cl:20].[CH2:34]1[O:35][CH2:36][CH2:37][CH2:38]1.[CH2:8]([Li:9])[CH2:10][CH2:11][CH3:12].[CH3:21][Si:22]([CH3:23])([CH3:24])[O:25][C:26]([CH2:27][O:28][Si:29]([CH3:30])([CH3:31])[CH3:32])=[O:33].[CH:1]([NH:2][CH:3]([CH3:4])[CH3:5])([CH3:6])[CH3:7]>>[CH2:13]([CH3:14])[Si:15]([CH2:16][CH3:17])([CH2:18][CH3:19])[O:33][CH:26]([O:25][Si:22]([CH3:21])([CH3:23])[CH3:24])[CH2:27][O:28][Si:29]([CH3:30])([CH3:31])[CH3:32]. The reactants are Cl, C1COCCO1, Cc1nc(NCCCCCC(=O)N(C)CCN2CCC(OC(=O)Nc3ccccc3-c3ccccc3)CC2)sc1C(=O)OC(C)(C)C. The product is Cc1nc(NCCCCCC(=O)N(C)CCN2CCC(OC(=O)Nc3ccccc3-c3ccccc3)CC2)sc1C(=O)O. RXN SMILES: [ClH:54].[O:48]1[CH2:49][CH2:50][O:51][CH2:52][CH2:53]1.[c:1]1(-[c:42]2[cH:43][cH:44][cH:45][cH:46][cH:47]2)[c:2]([NH:7][C:8](=[O:9])[O:10][CH:11]2[CH2:12][CH2:13][N:14]([CH2:17][CH2:18][N:19]([C:20]([CH2:21][CH2:22][CH2:23][CH2:24][CH2:25][NH:26][c:27]3[s:28][c:29]([C:33](=[O:34])[O:35][C:36]([CH3:37])([CH3:38])[CH3:39])[c:30]([CH3:32])[n:31]3)=[O:40])[CH3:41])[CH2:15][CH2:16]2)[cH:3][cH:4][cH:5][cH:6]1>>[c:1]1(-[c:42]2[cH:43][cH:44][cH:45][cH:46][cH:47]2)[c:2]([NH:7][C:8](=[O:9])[O:10][CH:11]2[CH2:12][CH2:13][N:14]([CH2:17][CH2:18][N:19]([C:20]([CH2:21][CH2:22][CH2:23][CH2:24][CH2:25][NH:26][c:27]3[s:28][c:29]([C:33](=[O:34])[OH:35])[c:30]([CH3:32])[n:31]3)=[O:40])[CH3:41])[CH2:15][CH2:16]2)[cH:3][cH:4][cH:5][cH:6]1. Starting materials: COc1ccccc1-c1ccc(C(=O)N2Cc3cccn3Cc3ccccc32)cc1, CCN(C(C)C)C(C)C, O=C(Cl)C(Cl)(Cl)Cl, ClCCl. Yields the product COc1ccccc1-c1ccc(C(=O)N2Cc3ccc(C(=O)C(Cl)(Cl)Cl)n3Cc3ccccc32)cc1. RXN SMILES: [CH3:8][O:9][c:10]1[c:11](-[c:16]2[cH:17][cH:18][c:19]([C:22](=[O:23])[N:24]3[CH2:25][c:26]4[n:27]([cH:35][cH:36][cH:37]4)[CH2:28][c:29]4[c:30]3[cH:31][cH:32][cH:33][cH:34]4)[cH:20][cH:21]2)[cH:12][cH:13][cH:14][cH:15]1.[CH:38]([N:39]([CH2:40][CH3:41])[CH:42]([CH3:43])[CH3:44])([CH3:45])[CH3:46].[Cl:1][C:2]([C:3](=[O:4])[Cl:5])([Cl:6])[Cl:7].[Cl:47][CH2:48][Cl:49]>>[Cl:1][C:2]([C:3](=[O:4])[c:35]1[n:27]2[c:26]([cH:37][cH:36]1)[CH2:25][N:24]([C:22]([c:19]1[cH:18][cH:17][c:16](-[c:11]3[c:10]([O:9][CH3:8])[cH:15][cH:14][cH:13][cH:12]3)[cH:21][cH:20]1)=[O:23])[c:30]1[c:29]([cH:34][cH:33][cH:32][cH:31]1)[CH2:28]2)([Cl:6])[Cl:7]. The reactants are C([O-])([O-])=O.[Na+].[Na+] (sodium carbonate), BrCC1=C2C=NNC2=CC=C1 (4-bromomethyl-1H-indazole), O1CCCC=C1 (3,4-dihyro-2H-pyran), O.C1(=CC=C(C=C1)S(=O)(=O)O)C (p-toluenesulfonic acid monohydrate). The solvent is C1CCOC1 (THF). The product is BrCC1=C2C=NN(C2=CC=C1)C1OCCCC1 (4-bromomethyl-1-(tetrahydro-pyran-2-yl)-1H-indazole). The yield is 86.9%. RXN SMILES: [Br:1][CH2:2][C:3]1[CH:11]=[CH:10][CH:9]=[C:8]2[C:4]=1[CH:5]=[N:6][NH:7]2.[O:12]1[CH:17]=[CH:16][CH2:15][CH2:14][CH2:13]1.O.C1(C)C=CC(S(O)(=O)=O)=CC=1.C(=O)([O-])[O-].[Na+].[Na+]>C1COCC1>[Br:1][CH2:2][C:3]1[CH:11]=[CH:10][CH:9]=[C:8]2[C:4]=1[CH:5]=[N:6][N:7]2[CH:13]1[CH2:14][CH2:15][CH2:16][CH2:17][O:12]1 |f:2.3,4.5.6|. Procedure details: A solution of 4-bromomethyl-1H-indazole (2.0 g, 9.476 mmol), 3,4-dihyro-2H-pyran (4.0 mL, 43.84 mmol), p-toluenesulfonic acid monohydrate (2.0 g, 10.51 mmol) and anhydrous THF (20 mL) was heated at 60° C. for 1 h. The reaction mixture was cooled, added to aqueous saturated sodium carbonate solution (50 mL) and extracted with ethyl acetate (200 mL). The organic layer was washed with brine (50 mL), dried over MgSO4, filtered and concentrated under reduced pressure. The resulting crude compound was... Starting materials: CCOC(=O)CCc1cn(Cc2cc(OCc3nc(-c4ccccc4)oc3C)no2)nc1OCC, CCO, Cl, [Na+], C1CCOC1, [OH-]. The product is CCOc1nn(Cc2cc(OCc3nc(-c4ccccc4)oc3C)no2)cc1CCC(=O)O. RXN SMILES: [CH2:1]([CH3:2])[O:3][c:4]1[n:5][n:6]([CH2:16][c:17]2[cH:18][c:19]([O:22][CH2:23][c:24]3[n:25][c:26](-[c:30]4[cH:31][cH:32][cH:33][cH:34][cH:35]4)[o:27][c:28]3[CH3:29])[n:20][o:21]2)[cH:7][c:8]1[CH2:9][CH2:10][C:11](=[O:12])[O:13][CH2:14][CH3:15].[CH3:44][CH2:45][OH:46].[ClH:43].[Na+:37].[O:38]1[CH2:39][CH2:40][CH2:41][CH2:42]1.[OH-:36]>>[CH2:1]([CH3:2])[O:3][c:4]1[n:5][n:6]([CH2:16][c:17]2[cH:18][c:19]([O:22][CH2:23][c:24]3[n:25][c:26](-[c:30]4[cH:31][cH:32][cH:33][cH:34][cH:35]4)[o:27][c:28]3[CH3:29])[n:20][o:21]2)[cH:7][c:8]1[CH2:9][CH2:10][C:11](=[O:12])[OH:13]. Reactants: CC(C)(C)[PH+](C(C)(C)C)C(C)(C)C, Cc1cccc(CC(=O)N2CCc3cc(B4OC(C)(C)C(C)(C)O4)ccc32)c1, N#Cc1c(Cl)cncc1Cl, F[B-](F)(F)F, [K+], [K+], [K+], O=C(C=Cc1ccccc1)C=Cc1ccccc1, C1COCCO1, O=C(C=Cc1ccccc1)C=Cc1ccccc1, O=C(C=Cc1ccccc1)C=Cc1ccccc1, O, O=P([O-])([O-])[O-], [Pd], [Pd]. The product is Cc1cccc(CC(=O)N2CCc3cc(-c4cncc(Cl)c4C#N)ccc32)c1. As a reaction SMILES: [C:52]([PH+:53]([C:54]([CH3:55])([CH3:56])[CH3:57])[C:58]([CH3:59])([CH3:60])[CH3:61])([CH3:62])([CH3:63])[CH3:64].[CH3:11][c:12]1[cH:13][c:14]([CH2:18][C:19](=[O:20])[N:21]2[CH2:22][CH2:23][c:24]3[cH:25][c:26]([B:30]4[O:31][C:32]([CH3:33])([CH3:34])[C:35]([CH3:36])([CH3:37])[O:38]4)[cH:27][cH:28][c:29]32)[cH:15][cH:16][cH:17]1.[Cl:1][c:2]1[cH:3][n:4][cH:5][c:6]([Cl:10])[c:7]1[C:8]#[N:9].[F:47][B-:48]([F:49])([F:50])[F:51].[K+:44].[K+:45].[K+:46].[O:110]=[C:111]([CH:112]=[CH:113][c:114]1[cH:115][cH:116][cH:117][cH:118][cH:119]1)[CH:120]=[CH:121][c:122]1[cH:123][cH:124][cH:125][cH:126][cH:127]1.[O:65]1[CH2:66][CH2:67][O:68][CH2:69][CH2:70]1.[O:74]=[C:75]([CH:76]=[CH:77][c:78]1[cH:79][cH:80][cH:81][cH:82][cH:83]1)[CH:84]=[CH:85][c:86]1[cH:87][cH:88][cH:89][cH:90][cH:91]1.[O:92]=[C:93]([CH:94]=[CH:95][c:96]1[cH:97][cH:98][cH:99][cH:100][cH:101]1)[CH:102]=[CH:103][c:104]1[cH:105][cH:106][cH:107][cH:108][cH:109]1.[OH2:71].[P:39]([O-:40])([O-:41])([O-:42])=[O:43].[Pd:72].[Pd:73]>>[c:2]1(-[c:26]2[cH:25][c:24]3[c:29]([cH:28][cH:27]2)[N:21]([C:19]([CH2:18][c:14]2[cH:13][c:12]([CH3:11])[cH:17][cH:16][cH:15]2)=[O:20])[CH2:22][CH2:23]3)[cH:3][n:4][cH:5][c:6]([Cl:10])[c:7]1[C:8]#[N:9]. Starting materials: C(CC(O)(C(=O)[O-])CC(=O)[O-])(=O)[O-] (citrate), NC1=NC(=C2N=CNC2=N1)NCC1CC1 (2-amino-6-(cyclopropylmethylamino)-9H-purine), N(=[N+]=[N-])[C@H]1C[C@@H](O[C@@H]1CO)N1C(=O)NC(=O)C(C)=C1 (3'-azido-3'-deoxythymidine). Conditions: temperature 50 celsius. Product: NC1=NC(=C2N=CN(C2=N1)[C@H]1C[C@@H]([C@H](O1)CO)N=[N+]=[N-])NCC1CC1 (2-Amino-9-(3-azido-2,3-dideoxy-β-D-erythro-pentofuranosyl)-6-(cyclopropylmethylamino)-9H-purine). Isolated yield 85.8%. RXN SMILES: C([O-])(=O)CC(CC([O-])=O)(C([O-])=O)O.[NH2:14][C:15]1[N:23]=[C:22]2[C:18]([N:19]=[CH:20][NH:21]2)=[C:17]([NH:24][CH2:25][CH:26]2[CH2:28][CH2:27]2)[N:16]=1.[N:29]([C@@H:32]1[C@@H:36]([CH2:37][OH:38])[O:35][C@@H:34](N2C=C(C)C(=O)NC2=O)[CH2:33]1)=[N+:30]=[N-:31]>>[NH2:14][C:15]1[N:23]=[C:22]2[C:18]([N:19]=[CH:20][N:21]2[C@@H:34]2[O:35][C@H:36]([CH2:37][OH:38])[C@@H:32]([N:29]=[N+:30]=[N-:31])[CH2:33]2)=[C:17]([NH:24][CH2:25][CH:26]2[CH2:27][CH2:28]2)[N:16]=1. Reported procedure: To 800 mL of an aqueous pH 6.0, 50 mM citrate buffer, prepared as described in Example 2c, was added 2-amino-6-(cyclopropylmethylamino)-9H-purine (0.204 g, 0.8 mmol) and 3'-azido-3'-deoxythymidine (1.069 g, 4.0 mmol). Solution was achieved by heating the mixture at 50° C. with sonication. A sample was removed as a control. A 40 mL solution of trans-N-deoxyribosylase (Example 2b) with an activity of 1500 units/mL was added. The reaction was heated at 50° C. Six days later, 0.204 g, 0.8 mmol, of 2... The reactants are BrC1=CC=C(C=C1)C(C(=O)OC)N1C(CN(CC1)C(=O)OC(C)(C)C)=O (methyl 2-(4-bromophenyl)-2-[4-(tert-butoxycarbonyl)-2-oxo-1-piperazinyl]acetate), tetrakis (triphenylphosphine)palladium, CN(C)C=O (DMF), C(C)(=O)OCC (ethyl acetate), N (ammonia). RXN SMILES: Br[C:2]1[CH:7]=[CH:6][C:5]([CH:8]([N:13]2[CH2:18][CH2:17][N:16]([C:19]([O:21][C:22]([CH3:25])([CH3:24])[CH3:23])=[O:20])[CH2:15][C:14]2=[O:26])[C:9]([O:11][CH3:12])=[O:10])=[CH:4][CH:3]=1.[CH3:27][N:28](C=O)C.C(OCC)(=O)C.N>[C-]#N.[Zn+2].[C-]#N.O>[C:22]([O:21][C:19]([N:16]1[CH2:17][CH2:18][N:13]([CH:8]([C:5]2[CH:6]=[CH:7][C:2]([C:27]#[N:28])=[CH:3][CH:4]=2)[C:9]([O:11][CH3:12])=[O:10])[C:14](=[O:26])[CH2:15]1)=[O:20])([CH3:25])([CH3:24])[CH3:23] |f:4.5.6|. Reported procedure: A mixture of methyl 2-(4-bromophenyl)-2-[4-(tert-butoxycarbonyl)-2-oxo-1-piperazinyl]acetate (1.28 g), zinc cyanide (211 mg), tetrakis (triphenylphosphine)palladium (139 mg) and DMF (10 ml) was stirred at 80° C. for 6 hours and cooled. To the reaction solution were added ethyl acetate, water and a little amount of ammonia solution. The organic layer was separated, washed with saturated brine, dried and concentrated, and the residue was purified with silica gel column chromatography (hexane:ethyl... Reagents/catalysts: [C-]#N.[Zn+2].[C-]#N (zinc cyanide). Run in O (water). Reaction conditions: temperature 80 celsius, time 6 hour. The product is C(C)(C)(C)OC(=O)N1CC(N(CC1)C(C(=O)OC)C1=CC=C(C=C1)C#N)=O (methyl 2-[4-(tert-butoxycarbonyl)-2-oxo-1-piperazinyl]-2-(4-cyanophenyl)acetate).